Dataset: the Open Reaction Database (ORD), a public repository of structured organic reaction records. Task: describe an organic reaction: reactants, conditions, products, and yield The reactants are COC1=C(C(=CC=C1)[N+](=O)[O-])O (2-methoxy 6-nitrophenol), S(=O)([O-])S(=O)[O-].[Na+].[Na+] (sodium dithionite), [Cl-].[Na+] (sodium chloride). The solvent is O (water), CO (methanol). Conditions: temperature 60 celsius. The product is NC1=C(C(=CC=C1)OC)O (2-amino-6-methoxyphenol). Yield: 94.0%. RXN SMILES: [CH3:1][O:2][C:3]1[CH:8]=[CH:7][CH:6]=[C:5]([N+:9]([O-])=O)[C:4]=1[OH:12].S(S([O-])=O)([O-])=O.[Na+].[Na+].[Cl-].[Na+]>O.CO>[NH2:9][C:5]1[CH:6]=[CH:7][CH:8]=[C:3]([O:2][CH3:1])[C:4]=1[OH:12] |f:1.2.3,4.5|. Reported procedure: To a suspension of 4.72 g of 2-methoxy 6-nitrophenol in a mixture of 100 ml of water and 30 ml of methanol was added 29.3 g of sodium dithionite. The mixture was stirred at 60° C. until it became a uniform and colorless solution. To the reaction mixture was added a saturated aqueous solution of sodium chloride. The mixture was extracted with ethyl acetate and dried over anhydrous sodium sulfate. After the drying agent was filtered off, the solvent was distilled off under reduced pressure to give... The reactants are CC[Zn+], CCCCC[Zn+], [Cl-], [Cl-], Fc1ccc(C2CCC(CCC3CC[SiH](Cl)CC3)CC2)cc1F, Fc1ccc(C2CCC(CCC3CC[SiH](Cl)CC3)CC2)cc1. The product is CC[SiH]1CCC(CCC2CCC(c3ccc(F)c(F)c3)CC2)CC1. RXN SMILES: [CH2:25]([CH3:26])[Zn+:27].[CH2:51]([Zn+:52])[CH2:53][CH2:54][CH2:55][CH3:56].[Cl-:24].[Cl-:50].[Cl:1][SiH:2]1[CH2:3][CH2:4][CH:5]([CH2:8][CH2:9][CH:10]2[CH2:11][CH2:12][CH:13]([c:16]3[cH:17][c:18]([F:23])[c:19]([F:22])[cH:20][cH:21]3)[CH2:14][CH2:15]2)[CH2:6][CH2:7]1.[Cl:28][SiH:29]1[CH2:30][CH2:31][CH:32]([CH2:33][CH2:34][CH:35]2[CH2:36][CH2:37][CH:38]([c:39]3[cH:40][cH:41][c:42]([F:43])[cH:44][cH:45]3)[CH2:46][CH2:47]2)[CH2:48][CH2:49]1>>[SiH:2]1([CH2:25][CH3:26])[CH2:3][CH2:4][CH:5]([CH2:8][CH2:9][CH:10]2[CH2:11][CH2:12][CH:13]([c:16]3[cH:17][c:18]([F:23])[c:19]([F:22])[cH:20][cH:21]3)[CH2:14][CH2:15]2)[CH2:6][CH2:7]1. Reactants: O([C@H]1[C@@H](O)[C@H](O)[C@H](O)[C@@H](O1)C)[C@H]1[C@H](O[C@@H]2[C@H](C(O)O[C@@H]([C@H]2O)CO)N)O[C@@H]([C@@H]([C@@H]1O)O)CO (Fucα1-2Galβ1-3GlcNH2), glycosyl, CC1C(C(C(C(O1)OP(=O)(O)OP(=O)(O)OCC2C(C(C(O2)N3C=NC4=C3NC(=NC4=O)N)O)O)O)O)O (GDP-Fuc). Product: O([C@H]1[C@H](O)[C@@H](O)[C@@H](O)[C@H](O1)CO)[C@@H]1[C@H](C(O)O[C@@H]([C@H]1O)CO)N (Galβ1-3GlcNH2). Reaction SMILES: [O:1]([C@@H:12]1[C@@H:29]([OH:30])[C@@H:28]([OH:31])[C@@H:27]([CH2:32][OH:33])[O:26][C@H:13]1[O:14][C@H:15]1[C@H:21]([OH:22])[C@@H:20]([CH2:23][OH:24])[O:19][CH:17]([OH:18])[C@@H:16]1[NH2:25])[C@@H]1O[C@@H](C)[C@@H](O)[C@@H](O)[C@@H]1O.CC1OC(OP(OP(OCC2OC(N3C4NC(N)=NC(=O)C=4N=C3)C(O)C2O)(O)=O)(O)=O)C(O)C(O)C1O>>[O:14]([C@H:15]1[C@H:21]([OH:22])[C@@H:20]([CH2:23][OH:24])[O:19][CH:17]([OH:18])[C@@H:16]1[NH2:25])[C@@H:13]1[O:26][C@H:27]([CH2:32][OH:33])[C@H:28]([OH:31])[C@H:29]([OH:30])[C@H:12]1[OH:1]. Reported procedure: Synthesis of Fucα1-2Galβ1-3GlcNH2 βSEt. Galβ1-3GlcNH2 βSEt is prepared as described above and used directly or after isolation as acceptor for a α1-2-fucosyltransferase (e.g. EC 2.4.1.69) reaction with a suitable glycosyl donor such as GDP-Fuc. The reactants are CN1C(C(C(C1)=NO)=NO)=O (1-methyl-2,3,4-pyrrolidinetrione-3,4-dioxime). The reagents and catalysts are [C-]#N.[C-]#N.[C-]#N.[C-]#N.[C-]#N.[C-]#N.[K+].[K+].[K+].[Fe+3] (potassium hexacyanoferrate(III)). The solvent is O (water), C([O-])([O-])=O.[Na+].[Na+] (sodium carbonate), C(C)(=O)OCC (ethyl acetate). Run at time 2 hour. Product: CN1CC2=[N+](ON=C2C1=O)[O-] (5,6-dihydro-5-methyl-4H-pyrrolo[3,4-c][1,2,5]oxadiazole-4-one-1-oxide). Isolated yield 34.2%. As a reaction SMILES: [CH3:1][N:2]1[CH2:6][C:5](=[N:7][OH:8])[C:4](=[N:9][OH:10])[C:3]1=[O:11]>O.C(=O)([O-])[O-].[Na+].[Na+].C(OCC)(=O)C.[C-]#N.[C-]#N.[C-]#N.[C-]#N.[C-]#N.[C-]#N.[K+].[K+].[K+].[Fe+3]>[CH3:1][N:2]1[C:3](=[O:11])[C:4]2[C:5](=[N+:7]([O-:8])[O:10][N:9]=2)[CH2:6]1 |f:2.3.4,6.7.8.9.10.11.12.13.14.15|. Reported procedure: A solution of 13.0 g (38 mmol) of potassium hexacyanoferrate(III) in 40 ml of water and 3 ml of saturated sodium carbonate solution is added dropwise to a suspension of 1.0 g (6.4 mmol) of 1-methyl-2,3,4-pyrrolidinetrione-3,4-dioxime in 50 ml of ethyl acetate, and the mixture is stirred at room temperature for 2 hours. The organic phase is separated off and concentrated, and the residue is purified by flash chromatography (ethyl acetate/cyclohexane 60:40). 0.34 g (34%) of 5,6-dihydro-5-methyl-4H... Starting materials: Cl (hydrochloric acid), OC(CCC1C(CN(CC1)CCSC=1SC=CC1)CC(=O)OCC)C1=C(C=NC2=CC=C(C=C12)OC)F (ethyl (3RS,4RS)-4-[3-(R,S)-hydroxy-3-(3-fluoro-6-methoxyquinolin-4-yl)propyl]-1-[2-(thien-2-ylthio)ethyl]piperidine-3-acetate), [OH-].[Na+] (sodium hydroxide). Solvent: O1CCOCC1 (dioxane), ClCCl (dichloromethane), CC(=O)C (acetone), O (water), ClCCl (dichloromethane), O1CCOCC1 (dioxane). Reaction conditions: temperature 60 celsius, time 1 hour. Product: Cl.Cl.OC(CCC1C(CN(CC1)CCSC=1SC=CC1)CC(=O)O)C1=C(C=NC2=CC=C(C=C12)OC)F ((3RS,4RS)-4-[3-(R,S)-hydroxy-3-(3-fluoro-6-methoxy quinolin-4-yl)propyl]-1-[2-(thien-2-ylthio)ethyl]piperidine-3-acetic acid dihydrochloride). RXN SMILES: [OH:1][CH:2]([C:25]1[C:34]2[C:29](=[CH:30][CH:31]=[C:32]([O:35][CH3:36])[CH:33]=2)[N:28]=[CH:27][C:26]=1[F:37])[CH2:3][CH2:4][CH:5]1[CH2:10][CH2:9][N:8]([CH2:11][CH2:12][S:13][C:14]2[S:15][CH:16]=[CH:17][CH:18]=2)[CH2:7][CH:6]1[CH2:19][C:20]([O:22]CC)=[O:21].[OH-].[Na+].[ClH:40]>O.ClCCl.CC(C)=O.O1CCOCC1>[ClH:40].[ClH:40].[OH:1][CH:2]([C:25]1[C:34]2[C:29](=[CH:30][CH:31]=[C:32]([O:35][CH3:36])[CH:33]=2)[N:28]=[CH:27][C:26]=1[F:37])[CH2:3][CH2:4][CH:5]1[CH2:10][CH2:9][N:8]([CH2:11][CH2:12][S:13][C:14]2[S:15][CH:16]=[CH:17][CH:18]=2)[CH2:7][CH:6]1[CH2:19][C:20]([OH:22])=[O:21] |f:1.2,8.9.10|. Procedure details: A solution of 70 mg of ethyl (3RS,4RS)-4-[3-(R,S)-hydroxy-3-(3-fluoro-6-methoxyquinolin-4-yl)propyl]-1-[2-(thien-2-ylthio)ethyl]piperidine-3-acetate, 1 cm3 of dioxane and 0.3 cm3 of a 1 N aqueous sodium hydroxide solution was heated, with stirring, at a temperature in the region of 60° C. for 1 hour. After concentrating the reaction mixture under reduced pressure (5 kPa) at a temperature in the region of 40° C., the residue obtained was taken up in 25 cm3 of water and 10 cm3 of dichloromethane. ... Starting materials: C1(=CC=CC=C1)C1=CC(=NC(=N1)C1=CC=NC=C1)O (6-phenyl-2-pyridin-4-yl-pyrimidin-4-ol), C1(=CC=CC=C1)C1=CC(=NC(=N1)C1=CC=NC=C1)O (6-phenyl-2-pyridin-4-yl-pyrimidin-4-ol), FC1=CC=C(CBr)C=C1 (4-fluorobenzyl bromide). Product: FC1=CC=C(COC2=NC(=NC(=C2)C2=CC=CC=C2)C2=CC=NC=C2)C=C1 (4-[(4-Fluorobenzyl)oxy]-6-phenyl-2-pyridin-4-ylpyrimidine). Reaction SMILES: [C:1]1([C:7]2[N:12]=[C:11]([C:13]3[CH:18]=[CH:17][N:16]=[CH:15][CH:14]=3)[N:10]=[C:9]([OH:19])[CH:8]=2)[CH:6]=[CH:5][CH:4]=[CH:3][CH:2]=1.[F:20][C:21]1[CH:28]=[CH:27][C:24]([CH2:25]Br)=[CH:23][CH:22]=1>>[F:20][C:21]1[CH:28]=[CH:27][C:24]([CH2:25][O:19][C:9]2[CH:8]=[C:7]([C:1]3[CH:2]=[CH:3][CH:4]=[CH:5][CH:6]=3)[N:12]=[C:11]([C:13]3[CH:18]=[CH:17][N:16]=[CH:15][CH:14]=3)[N:10]=2)=[CH:23][CH:22]=1. Procedure details: The title compound was prepared from 6-phenyl-2-pyridin-4-yl-pyrimidin-4-ol (which was obtained in Intermediate 3) and 4-fluorobenzyl bromide according to Method A; 1H NMR (DMSO-d6, 300 MHz) δ 5.72 (s, 2H), 7.50-7.70 (m, 6H), 7.93 (d, J=15.0 Hz, 2H), 8.30-8.37 (m, 2H), 8.37-8.41 (m, 2H), 8.80-8.90 (m, 2H); LC retention time 3.02 min; MS: m/z (ESI) 358 (M+H).